describe an organic reaction: reactants, conditions, products, and yield From a dataset of the Open Reaction Database (ORD), a public repository of structured organic reaction records. Starting materials: CC1=C(C(=CC=C1C)C)O (2,3,6-trimethylphenol), BrBr (bromine), Ar—CH3, Ar—H, Ar—CH3, S(=O)([O-])[O-].[Na+].[Na+] (sodium sulfite), Ar—CH3. The solvent is C(Cl)Cl (DCM), C(Cl)Cl (DCM). Conditions: time 5 hour. The product is BrC1=C(C(=C(C(=C1)C)O)C)C (4-bromo-2,3,6-trimethyl phenol). RXN SMILES: [CH3:1][C:2]1[C:7]([CH3:8])=[CH:6][CH:5]=[C:4]([CH3:9])[C:3]=1[OH:10].[Br:11]Br.S([O-])([O-])=O.[Na+].[Na+]>C(Cl)Cl>[Br:11][C:6]1[CH:5]=[C:4]([CH3:9])[C:3]([OH:10])=[C:2]([CH3:1])[C:7]=1[CH3:8] |f:2.3.4|. Reported procedure: To a solution of 2,3,6-trimethylphenol (40 g; 0.294 mol) in DCM (600 ml) at ambient temperature was added a solution of bromine (16.6 ml; 0.294 mol) in DCM (300 ml) dropwise over 30 mins. Reaction stirred for a further 5 hrs at ambient temperature. A solution of 1M sodium sulfite (300 ml) was added. The layers were separated and the aq. layer extracted with DCM (150 ml). Organics combined, washed with half sat. brine (300 ml), dried (anh. MgSO4), filtered and the solvent evaporated to give a whi... Run at temperature 70 celsius, time 12 hour. Solvent: CN(C)C=O (DMF). Procedure: 5.0 g (26.6 mmol) N-(tert-butoxycarbonyl)-1,4-diaminobutane 5.5 g (39.8 mmol) potassium carbonate and 0.9 g (5.3 mmol) potassium iodide are placed in 50 ml DMF and 6.6 g (26.6 mmol) benzhydryl bromide are added dropwise at RT. The mixture is stirred for 12 hours at 70° C. and the suspension is filtered after cooling and the filtrate is concentrated under vacuum. The residue is taken up in 200 ml chloroform and washed with 100 ml water. The organic phase is dried over sodium sulfate and, subseque... Reactants: C(C)(C)(C)OC(=O)NCCCCN (N-(tert-butoxycarbonyl)-1,4-diaminobutane), [I-].[K+] (potassium iodide), C(C1=CC=CC=C1)(C1=CC=CC=C1)Br (benzhydryl bromide). Product: C(C)(C)(C)OC(NCCCCNC(C1=CC=CC=C1)C1=CC=CC=C1)=O (N-[4-(benzhydryl-amino)-butyl]-carbamic acid tert-butyl ester). As a reaction SMILES: [C:1]([O:5][C:6]([NH:8][CH2:9][CH2:10][CH2:11][CH2:12][NH2:13])=[O:7])([CH3:4])([CH3:3])[CH3:2].[I-].[K+].[CH:16](Br)([C:23]1[CH:28]=[CH:27][CH:26]=[CH:25][CH:24]=1)[C:17]1[CH:22]=[CH:21][CH:20]=[CH:19][CH:18]=1>CN(C=O)C>[C:1]([O:5][C:6](=[O:7])[NH:8][CH2:9][CH2:10][CH2:11][CH2:12][NH:13][CH:16]([C:17]1[CH:22]=[CH:21][CH:20]=[CH:19][CH:18]=1)[C:23]1[CH:28]=[CH:27][CH:26]=[CH:25][CH:24]=1)([CH3:4])([CH3:3])[CH3:2] |f:1.2|.